From a dataset of the Open Reaction Database (ORD), a public repository of structured organic reaction records. describe an organic reaction: reactants, conditions, products, and yield Reported procedure: To a clear colorless solution of (R)-3-(dibenzylamino)cyclohexanone (5.697 g, 19.42 mmol) in dry diethyl ether (300 mL) was added a solution of 3 M methylmagnesium bromide (8.09 mL, 24.27 mmol) dropwise slowly at 0° C. The reaction mixture was stirred at 0° C. for 15 min and the ice-bath was then removed. The reaction mixture was stirred at room temperature for 2 h. Upon completion of the reaction, as indicated by LCMS and TLC, the cloudy solution was slowly poured into a saturated aqueous solut... Reaction SMILES: [CH2:1]([N:8]([CH2:16][C:17]1[CH:22]=[CH:21][CH:20]=[CH:19][CH:18]=1)[C@@H:9]1[CH2:14][CH2:13][CH2:12][C:11](=[O:15])[CH2:10]1)[C:2]1[CH:7]=[CH:6][CH:5]=[CH:4][CH:3]=1.[CH3:23][Mg]Br.[Cl-].[NH4+]>C(OCC)C>[CH2:16]([N:8]([CH2:1][C:2]1[CH:3]=[CH:4][CH:5]=[CH:6][CH:7]=1)[C@@H:9]1[CH2:14][CH2:13][CH2:12][C:11]([CH3:23])([OH:15])[CH2:10]1)[C:17]1[CH:22]=[CH:21][CH:20]=[CH:19][CH:18]=1 |f:2.3|. Solvent: C(C)OCC (diethyl ether). Product: C(C1=CC=CC=C1)N([C@H]1CC(CCC1)(O)C)CC1=CC=CC=C1 ((3R)-3-(dibenzylamino)-1-methylcyclohexanol). Run at temperature 0 celsius, time 15 minute. The reactants are C(C1=CC=CC=C1)N([C@H]1CC(CCC1)=O)CC1=CC=CC=C1 ((R)-3-(dibenzylamino)cyclohexanone), C[Mg]Br (methylmagnesium bromide), [Cl-].[NH4+] (ammonium chloride). Starting materials: C(C)(C)(C)OC(=O)N1C(CCCC1)CCOC1=C(C(NC2=CC(=C(C=C12)I)Cl)=O)C1=CC(=CC(=C1)C)C (2-{2-[7-chloro-3-(3,5-dimethylphenyl)-6-iodo-2-oxo- 1,2-dihydroquinolin-4-yloxy]-ethyl}-piperidine-1-carboxylic acid tert-butyl ester), C(CC)N (n-propylamine), C[Si](C)(C)C#C (trimethylsilylacetylene). Reagents/catalysts: C=1C=CC(=CC1)[P](C=2C=CC=CC2)(C=3C=CC=CC3)[Pd]([P](C=4C=CC=CC4)(C=5C=CC=CC5)C=6C=CC=CC6)([P](C=7C=CC=CC7)(C=8C=CC=CC8)C=9C=CC=CC9)[P](C=1C=CC=CC1)(C=1C=CC=CC1)C=1C=CC=CC1 (tetrakis(triphenylphosphine)palladium), [Cu]I (copper(I) iodide). Run in C(C)OCC (diethyl ether). Reaction conditions: temperature 95 celsius. Product: C(C)(C)(C)OC(=O)N1C(CCCC1)CCOC1=C(C(NC2=CC(=C(C=C12)C#C)Cl)=O)C1=CC(=CC(=C1)C)C (2-{2-[7-chloro-3-(3,5-dimethylphenyl)-6-ethynyl-2-oxo-1,2-dihydroquinolin-4-yloxy]-ethyl}-piperidine-1-carboxylic acid tert-butyl ester). RXN SMILES: [C:1]([O:5][C:6]([N:8]1[CH2:13][CH2:12][CH2:11][CH2:10][CH:9]1[CH2:14][CH2:15][O:16][C:17]1[C:26]2[C:21](=[CH:22][C:23]([Cl:28])=[C:24](I)[CH:25]=2)[NH:20][C:19](=[O:29])[C:18]=1[C:30]1[CH:35]=[C:34]([CH3:36])[CH:33]=[C:32]([CH3:37])[CH:31]=1)=[O:7])([CH3:4])([CH3:3])[CH3:2].[CH2:38](N)[CH2:39]C.C[Si](C#C)(C)C>C(OCC)C.C1C=CC([P]([Pd]([P](C2C=CC=CC=2)(C2C=CC=CC=2)C2C=CC=CC=2)([P](C2C=CC=CC=2)(C2C=CC=CC=2)C2C=CC=CC=2)[P](C2C=CC=CC=2)(C2C=CC=CC=2)C2C=CC=CC=2)(C2C=CC=CC=2)C2C=CC=CC=2)=CC=1.[Cu]I>[C:1]([O:5][C:6]([N:8]1[CH2:13][CH2:12][CH2:11][CH2:10][CH:9]1[CH2:14][CH2:15][O:16][C:17]1[C:26]2[C:21](=[CH:22][C:23]([Cl:28])=[C:24]([C:38]#[CH:39])[CH:25]=2)[NH:20][C:19](=[O:29])[C:18]=1[C:30]1[CH:35]=[C:34]([CH3:36])[CH:33]=[C:32]([CH3:37])[CH:31]=1)=[O:7])([CH3:4])([CH3:3])[CH3:2] |^1:56,58,77,96|. Procedure details: To a suspension of 2-{2-[7-chloro-3-(3,5-dimethylphenyl)-6-iodo-2-oxo- 1,2-dihydroquinolin-4-yloxy]-ethyl}-piperidine-1-carboxylic acid tert-butyl ester (EXAMPLE 4.2 Step B, 200 mg in 3 mL N,N-dimethylformamide) was added tetrakis(triphenylphosphine)palladium (18 mg) followed by copper(I) iodide (30 mg), n-propylamine (0.26 mL) and trimethylsilylacetylene (0.45 mL) and the mixture sealed in a thick-walled tube. This was heated to 95° C. on an oil bath for 10 hours, then cooled to room temperatur... Reactants: CC(C#N)(C=CCCCC)C (2,2-dimethyl-3-octene nitrile), [OH-].[Na+] (NaOH), C(CCC)O.O (butanol H2O), Cl (hydrochloric acid). The product is CC(C(=O)O)(C=CCCCC)C (2,2-dimethyl-3-octenoic acid). Reaction SMILES: [CH3:1][C:2]([CH3:11])([CH:5]=[CH:6][CH2:7][CH2:8][CH2:9][CH3:10])[C:3]#N.[OH-:12].[Na+].Cl.C(O)CCC.[OH2:20]>>[CH3:1][C:2]([CH3:11])([CH:5]=[CH:6][CH2:7][CH2:8][CH2:9][CH3:10])[C:3]([OH:20])=[O:12] |f:1.2,4.5|. Procedure: 2,2-Dimethyl-3-octenoic acid is prepared by adding 2,2-dimethyl-3-octene nitrile (1.51 g, 0.01 m) to a solution prepared from 15% NaOH in butanol/H2O (2:3) (30 mL). The reaction mixture is stirred and refluxed for 7 hours, is cooled and made acidic with 10% hydrochloric acid. The reaction mixture is extracted with diethyl ether and the extract washed with saturated NaCl and dried over MgSO4, filtered and concentrated to give 2,2-dimethyl-3-octenoic acid. Starting materials: NC1=C(NC2=CC=C(C=C2)CC(=O)OCC)C=C(C(=C1)Cl)Cl (Ethyl [4-(2-amino-4,5-dichloroanilino)phenyl]acetate), C(CC)(=O)Cl (propionyl chloride). Product: ClC1=CC2=C(N(C(=N2)CC)C2=CC=C(C=C2)CC(=O)OCC)C=C1Cl (Ethyl [4-(5,6-dichloro-2-ethyl-1H-benzimidazol-1-yl)phenyl]acetate). Reaction SMILES: [NH2:1][C:2]1[CH:20]=[C:19]([Cl:21])[C:18]([Cl:22])=[CH:17][C:3]=1[NH:4][C:5]1[CH:10]=[CH:9][C:8]([CH2:11][C:12]([O:14][CH2:15][CH3:16])=[O:13])=[CH:7][CH:6]=1.[C:23](Cl)(=O)[CH2:24][CH3:25]>>[Cl:21][C:19]1[C:18]([Cl:22])=[CH:17][C:3]2[N:4]([C:5]3[CH:10]=[CH:9][C:8]([CH2:11][C:12]([O:14][CH2:15][CH3:16])=[O:13])=[CH:7][CH:6]=3)[C:23]([CH2:24][CH3:25])=[N:1][C:2]=2[CH:20]=1. Procedure: The title compound was prepared according to the procedure described in step 5 of Example 1 from ethyl [4-(2-amino-4,5-dichloroanilino)phenyl]acetate (step 2) and propionyl chloride. Starting materials: CCOC(=O)Cc1c(C(=O)O)n(-c2cccc(C(=O)O)c2)c2ccccc12, COCCOC. Product: O=C(O)c1cccc(-n2c(C(=O)O)c(CCO)c3ccccc32)c1. RXN SMILES: [C:1](=[O:2])([OH:3])[c:4]1[cH:5][c:6](-[n:10]2[c:11]([C:25](=[O:26])[OH:27])[c:12]([CH2:19][C:20](=[O:21])[O:22][CH2:23][CH3:24])[c:13]3[cH:14][cH:15][cH:16][cH:17][c:18]23)[cH:7][cH:8][cH:9]1.[CH3:28][O:29][CH2:30][CH2:31][O:32][CH3:33]>>[C:1](=[O:2])([OH:3])[c:4]1[cH:5][c:6](-[n:10]2[c:11]([C:25](=[O:26])[OH:27])[c:12]([CH2:19][CH2:20][OH:21])[c:13]3[cH:14][cH:15][cH:16][cH:17][c:18]23)[cH:7][cH:8][cH:9]1.